From a dataset of the Open Reaction Database (ORD), a public repository of structured organic reaction records. describe an organic reaction: reactants, conditions, products, and yield Reactants: CC(C)(C)OC(=O)NC1(COS(C)(=O)=O)CN(C(=O)OC(C)(C)C)C1, CCOC(=O)c1[nH]nc2c1CCc1cnc(Cl)cc1-2, CN(C)C=O. Product: CCOC(=O)c1c2c(nn1CC1(NC(=O)OC(C)(C)C)CN(C(=O)OC(C)(C)C)C1)-c1cc(Cl)ncc1CC2. RXN SMILES: [C:20]([CH3:21])([CH3:22])([CH3:23])[O:24][C:25](=[O:26])[N:27]1[CH2:28][C:29]([CH2:31][O:32][S:33]([CH3:34])(=[O:35])=[O:36])([NH:37][C:38](=[O:39])[O:40][C:41]([CH3:42])([CH3:43])[CH3:44])[CH2:30]1.[CH2:1]([CH3:2])[O:3][C:4](=[O:5])[c:6]1[nH:7][n:8][c:9]2[c:10]1[CH2:11][CH2:12][c:13]1[cH:14][n:15][c:16]([Cl:19])[cH:17][c:18]1-2.[O:45]=[CH:46][N:47]([CH3:48])[CH3:49]>>[CH2:1]([CH3:2])[O:3][C:4](=[O:5])[c:6]1[n:7]([CH2:31][C:29]2([NH:37][C:38](=[O:39])[O:40][C:41]([CH3:42])([CH3:43])[CH3:44])[CH2:28][N:27]([C:25]([O:24][C:20]([CH3:21])([CH3:22])[CH3:23])=[O:26])[CH2:30]2)[n:8][c:9]2[c:10]1[CH2:11][CH2:12][c:13]1[cH:14][n:15][c:16]([Cl:19])[cH:17][c:18]1-2. Reactants: CC(C)Oc1ccc(S(C)(=O)=O)cc1C(=O)O, OC1CCNCC1. Product: CC(C)Oc1ccc(S(C)(=O)=O)cc1C(=O)N1CCC(O)CC1. As a reaction SMILES: [CH:1]([CH3:2])([CH3:3])[O:4][c:5]1[c:6]([C:7](=[O:8])[OH:9])[cH:10][c:11]([S:14](=[O:15])(=[O:16])[CH3:17])[cH:12][cH:13]1.[OH:18][CH:19]1[CH2:20][CH2:21][NH:22][CH2:23][CH2:24]1>>[CH:1]([CH3:2])([CH3:3])[O:4][c:5]1[c:6]([C:7](=[O:9])[N:22]2[CH2:21][CH2:20][CH:19]([OH:18])[CH2:24][CH2:23]2)[cH:10][c:11]([S:14](=[O:15])(=[O:16])[CH3:17])[cH:12][cH:13]1. Reagents/catalysts: FC(C(=O)O)(F)F (trifluoroacetic acid). Procedure: Add trifluoroacetic acid (3 drops) to a suspension of 2-amino-5-iodopyridine (1.0 g, 4.5 mmol) and paraformaldehyde (1.0 g). Heat the mixture at reflux for 15 h and concentrate. Purification by flash chromatography eluting with ethyl acetate gives 0.8 g (75%) of the title compound as a white solid. ES+ m/e 232.6 (M+1). The product is IC=1C=CC(=NC1)N=C ((5-Iodopyridin-2-yl)-methylene-amine). As a reaction SMILES: [NH2:1][C:2]1[CH:7]=[CH:6][C:5]([I:8])=[CH:4][N:3]=1.[CH2:9]=O>FC(F)(F)C(O)=O>[I:8][C:5]1[CH:6]=[CH:7][C:2]([N:1]=[CH2:9])=[N:3][CH:4]=1. The yield is 76.6%. Starting materials: NC1=NC=C(C=C1)I (2-amino-5-iodopyridine), C=O (paraformaldehyde).